Dataset: the Open Reaction Database (ORD), a public repository of structured organic reaction records. Task: describe an organic reaction: reactants, conditions, products, and yield Reactants: O=C([O-])O, C1CNCCN1, CC(C)O, Clc1nc2ccc(Br)cc2s1, [Na+]. Yields the product Brc1ccc2nc(N3CCNCC3)sc2c1. RXN SMILES: [C:18](=[O:19])([OH:20])[O-:21].[CH2:12]1[CH2:13][NH:14][CH2:15][CH2:16][NH:17]1.[CH:23]([OH:24])([CH3:25])[CH3:26].[Cl:1][c:2]1[s:3][c:4]2[c:5]([n:6]1)[cH:7][cH:8][c:9]([Br:11])[cH:10]2.[Na+:22]>>[c:2]1([N:14]2[CH2:13][CH2:12][NH:17][CH2:16][CH2:15]2)[s:3][c:4]2[c:5]([n:6]1)[cH:7][cH:8][c:9]([Br:11])[cH:10]2. The reactants are OC1=C(C=CC(=C1CCC)O)C(C)=O (1-(2,4-dihydroxy-3-propylphenyl) ethanone), BrCCCCC(=O)OC (methyl 5-bromopentanoate), C([O-])([O-])=O.[K+].[K+] (potassium carbonate). Solvent: CN(C=O)C (dimethyl formamide). The product is COC(CCCCOC1=C(C(=C(C=C1)C(C)=O)O)CCC)=O (5-(4-Acetyl-3-hydroxy-2-propylphenoxy) pentanoic acid methyl ester). The yield is 66.7%. Reaction SMILES: [OH:1][C:2]1[C:7]([CH2:8][CH2:9][CH3:10])=[C:6]([OH:11])[CH:5]=[CH:4][C:3]=1[C:12](=[O:14])[CH3:13].Br[CH2:16][CH2:17][CH2:18][CH2:19][C:20]([O:22][CH3:23])=[O:21].C(=O)([O-])[O-].[K+].[K+]>CN(C)C=O>[CH3:23][O:22][C:20](=[O:21])[CH2:19][CH2:18][CH2:17][CH2:16][O:11][C:6]1[CH:5]=[CH:4][C:3]([C:12](=[O:14])[CH3:13])=[C:2]([OH:1])[C:7]=1[CH2:8][CH2:9][CH3:10] |f:2.3.4|. Procedure details: A mixture of 2.92 g of 1-(2,4-dihydroxy-3-propylphenyl) ethanone, 2.91 g of methyl 5-bromopentanoate and 3.1 g of anhydrous potassium carbonate in 35 ml of anhydrous dimethyl formamide was stirred and heated at 75° for 16 hours. The usual workup followed by chromatography on 350 g of silica gel and elution with 5% ethyl acetate-toluene gave 3.07 g (66% yield) of 5-(4-Acetyl-3-hydroxy-2-propylphenoxy) pentanoic acid methyl ester, the titled compound, as an oil. Starting materials: CO (CH3OH), C(C)(=O)N1C=CCC1 (N-acetyl-2-pyrroline), O1CCCC1 (tetrahydrofuran), C(C)(=O)N1C=CCC1 (N-acetyl-2-pyrroline). Reagents/catalysts: Cl[Pd]([P](C1=CC=CC=C1)(C2=CC=CC=C2)C3=CC=CC=C3)([P](C4=CC=CC=C4)(C5=CC=CC=C5)C6=CC=CC=C6)Cl ((PPh3)2PdCl2). Conditions: temperature 100 celsius, time 26 hour. The product is COC([C@H]1N(CCC1)C(C)=O)=O (N-acetylproline methyl ester). The yield is 42.8%. As a reaction SMILES: C[OH:2].[C:3]([N:6]1[CH2:10][CH2:9][CH:8]=[CH:7]1)(=[O:5])[CH3:4].[O:11]1[CH2:15]CC[CH2:12]1>Cl[Pd](Cl)([P](C1C=CC=CC=1)(C1C=CC=CC=1)C1C=CC=CC=1)[P](C1C=CC=CC=1)(C1C=CC=CC=1)C1C=CC=CC=1>[CH3:12][O:11][C:15](=[O:2])[C@@H:7]1[CH2:8][CH2:9][CH2:10][N:6]1[C:3](=[O:5])[CH3:4] |^1:18,37|. Procedure details: A 70 mL stainless steel high pressure reactor having a Pyrex glass liner and a magnetic stir bar was charged with 5 mL of tetrahydrofuran, 0.5 mmol of n-pendadecane internal standard, 0.5 mmol of CH3OH, 35.1 mg of (PPh3)2PdCl2, and 56.6 mg of N-acetyl-2-pyrroline. The reactor was pressurized to 1000 psi with CO at room temperature, and the reaction mixture was stirred at 100° C. for 26 hours. Thereafter, the reactor was cooled to room temperature and vented to atmospheric pressure. The product m... As a reaction SMILES: [C:33]([O:34][BH-:35]([O:36][C:37](=[O:38])[CH3:39])[O:40][C:41](=[O:42])[CH3:43])(=[O:44])[CH3:45].[CH2:1]([c:2]1[cH:3][cH:4][cH:5][cH:6][cH:7]1)[n:8]1[c:9]([CH2:25][NH:26][CH2:27][CH2:28][O:29][CH3:30])[n:10][n:11][c:12]1[CH:13]1[CH2:14][CH2:15][N:16]([c:19]2[n:20][cH:21][cH:22][cH:23][cH:24]2)[CH2:17][CH2:18]1.[CH2:31]=[O:32].[Cl:47][CH2:48][Cl:49].[Na+:46]>>[CH2:1]([c:2]1[cH:3][cH:4][cH:5][cH:6][cH:7]1)[n:8]1[c:9]([CH2:25][N:26]([CH2:27][CH2:28][O:29][CH3:30])[CH3:33])[n:10][n:11][c:12]1[CH:13]1[CH2:14][CH2:15][N:16]([c:19]2[n:20][cH:21][cH:22][cH:23][cH:24]2)[CH2:17][CH2:18]1. Reactants: CC(=O)O[BH-](OC(C)=O)OC(C)=O, COCCNCc1nnc(C2CCN(c3ccccn3)CC2)n1Cc1ccccc1, C=O, ClCCl, [Na+]. Yields the product COCCN(C)Cc1nnc(C2CCN(c3ccccn3)CC2)n1Cc1ccccc1. Starting materials: CO, COC(=O)c1ccc(OC)cc1[N+](=O)[O-]. As a reaction SMILES: [CH3:16][OH:17].[CH3:1][O:2][c:3]1[cH:4][c:5]([N+:13]([O-:14])=[O:15])[c:6]([C:7](=[O:8])[O:9][CH3:10])[cH:11][cH:12]1>>[CH3:1][O:2][c:3]1[cH:4][c:5]([NH2:13])[c:6]([C:7](=[O:8])[O:9][CH3:10])[cH:11][cH:12]1. Yields the product COC(=O)c1ccc(OC)cc1N. The reactants are C(C)OP(OCC)(=O)CCC1=C(C=CC(=C1)CC1=CC=C(C=C1)CC)O (2-[5-(4-Ethylbenzyl)-2-hydroxyphenyl]ethylphosphonic acid diethylester), Cl (HCl). Solvent: C(C)O (ethanol). Yields the product C(C)C1=CC=C(CC=2C=CC(=C(C2)CCP(O)(O)=O)O)C=C1 ([5-(4-Ethylbenzyl)-2-hydroxyphenyl]ethylphosphonic acid). Isolated yield 94.0%. As a reaction SMILES: C([O:3][P:4]([CH2:9][CH2:10][C:11]1[CH:16]=[C:15]([CH2:17][C:18]2[CH:23]=[CH:22][C:21]([CH2:24][CH3:25])=[CH:20][CH:19]=2)[CH:14]=[CH:13][C:12]=1[OH:26])(=[O:8])[O:5]CC)C.Cl>C(O)C>[CH2:24]([C:21]1[CH:20]=[CH:19][C:18]([CH2:17][C:15]2[CH:14]=[CH:13][C:12]([OH:26])=[C:11]([CH2:10][CH2:9][P:4](=[O:3])([OH:8])[OH:5])[CH:16]=2)=[CH:23][CH:22]=1)[CH3:25]. Procedure details: To a solution of 2-[5-(4-Ethylbenzyl)-2-hydroxyphenyl]ethylphosphonic acid diethylester (0.50 g) in ethanol (5.0 mL) was added 6N—HCl (5.0 mL), and the reaction mixture was refluxed for 24 hr. Evaporation and crystallization from ethyl acetate-n-hexane gave the title compound (0.40 g) as a colorless crystal.